Dataset: the Open Reaction Database (ORD), a public repository of structured organic reaction records. Task: describe an organic reaction: reactants, conditions, products, and yield Starting materials: Brc1nc2ccc(N3CCC(N4CCCC4)CC3)nn2c1-c1ccnnc1, O=C([O-])[O-], CCOC(C)=O, [Cl-], [Cs+], [Cs+], OB(O)c1cc(F)cc(F)c1, [Na+], C1COCCO1. Product: Fc1cc(F)cc(-c2nc3ccc(N4CCC(N5CCCC5)CC4)nn3c2-c2ccnnc2)c1. Reaction SMILES: [Br:1][c:2]1[n:3][c:4]2[n:5]([n:6][c:7]([N:10]3[CH2:11][CH2:12][CH:13]([N:16]4[CH2:17][CH2:18][CH2:19][CH2:20]4)[CH2:14][CH2:15]3)[cH:8][cH:9]2)[c:21]1-[c:22]1[cH:23][n:24][n:25][cH:26][cH:27]1.[C:39](=[O:40])([O-:41])[O-:42].[CH3:53][CH2:54][O:55][C:56](=[O:57])[CH3:58].[Cl-:46].[Cs+:43].[Cs+:44].[F:28][c:29]1[cH:30][c:31]([B:36]([OH:37])[OH:38])[cH:32][c:33]([F:35])[cH:34]1.[Na+:45].[O:47]1[CH2:48][CH2:49][O:50][CH2:51][CH2:52]1>>[c:2]1(-[c:31]2[cH:30][c:29]([F:28])[cH:34][c:33]([F:35])[cH:32]2)[n:3][c:4]2[n:5]([n:6][c:7]([N:10]3[CH2:11][CH2:12][CH:13]([N:16]4[CH2:17][CH2:18][CH2:19][CH2:20]4)[CH2:14][CH2:15]3)[cH:8][cH:9]2)[c:21]1-[c:22]1[cH:23][n:24][n:25][cH:26][cH:27]1. Reactants: Cl, CCN(C(=O)OC(C)(C)C)c1ccc(N)c([N+](=O)[O-])c1, C1COCCO1. Yields the product CCNc1ccc(N)c([N+](=O)[O-])c1. As a reaction SMILES: [ClH:21].[NH2:1][c:2]1[c:3]([N+:18](=[O:19])[O-:20])[cH:4][c:5]([N:8]([C:9](=[O:10])[O:11][C:12]([CH3:13])([CH3:14])[CH3:15])[CH2:16][CH3:17])[cH:6][cH:7]1.[O:22]1[CH2:23][CH2:24][O:25][CH2:26][CH2:27]1>>[NH2:1][c:2]1[c:3]([N+:18](=[O:19])[O-:20])[cH:4][c:5]([NH:8][CH2:16][CH3:17])[cH:6][cH:7]1. The reactants are OCC(C)C1=CC(=C(C#N)C=C1)OC (4-(1-hydroxypropan-2-yl)-2-methoxybenzonitrile), CC(=O)OI1(C=2C=CC=CC2C(=O)O1)(OC(=O)C)OC(=O)C (Dess-Martin periodinane). The solvent is C(Cl)Cl (CH2Cl2). Conditions: time 12 hour. The product is COC1=C(C#N)C=CC(=C1)C(C=O)C (2-methoxy-4-(1-oxopropan-2-yl)benzonitrile). RXN SMILES: [OH:1][CH2:2][CH:3]([C:5]1[CH:12]=[CH:11][C:8]([C:9]#[N:10])=[C:7]([O:13][CH3:14])[CH:6]=1)[CH3:4].CC(OI1(OC(C)=O)(OC(C)=O)OC(=O)C2C=CC=CC1=2)=O>C(Cl)Cl>[CH3:14][O:13][C:7]1[CH:6]=[C:5]([CH:3]([CH3:4])[CH:2]=[O:1])[CH:12]=[CH:11][C:8]=1[C:9]#[N:10]. Reported procedure: To a stirred solution of 4-(1-hydroxypropan-2-yl)-2-methoxybenzonitrile (0.12 g, 0.63 mmol) in dry CH2Cl2 (30 mL) at 0° C. was added Dess-Martin periodinane (0.35 g, 0.82 mmol) in one portion. The mixture was stirred for 12 h at rt and quenched with a 1:1 mixture of saturated Na2S2O3 (20 mL) and saturated NaHCO3 (20 mL). The resulting mixture was diluted with CH2Cl2 (50 mL) and the layers were separated. The aqueous phase was extracted with CH2Cl2 (2×50 mL). The combined organic phases were wash... Reactants: ClC1=CC=NC=2N1N=C(N2)C(=O)OC (7-chloro-2-methoxycarbonyl-s-triazolo[1,5-a]pyrimidine), [SH-].[Na+] (sodium hydrosulfide). The solvent is O (water). Reaction conditions: time 2 hour. Yields the product SC1=CC=NC=2N1N=C(N2)C(=O)OC (7-mercapto-2-methoxycarbonyl-s-triazolo[1,5-a]pyrimidine). RXN SMILES: Cl[C:2]1[N:7]2[N:8]=[C:9]([C:11]([O:13][CH3:14])=[O:12])[N:10]=[C:6]2[N:5]=[CH:4][CH:3]=1.[SH-:15].[Na+]>O>[SH:15][C:2]1[N:7]2[N:8]=[C:9]([C:11]([O:13][CH3:14])=[O:12])[N:10]=[C:6]2[N:5]=[CH:4][CH:3]=1 |f:1.2|. Procedure details: The product obtained in Step 2 was added all at once at 0° C. to a solution of sodium hydrosulfide (20 g) in 450 ml of water with stirring under a nitrogen stream. The mixture was stirred at 0° C. for one hour, then for two hours at room temperature, and the resulting yellow solution was washed with 100 ml of ethyl acetate. The aqueous layer was acidified with concentrated hydrochloric acid to pH 2.0, and the formed crystals were collected by filtration and washed with 200 ml of ethanol, affordi... Starting materials: C1CC(=O)N(C1=O)Br (NBS), BrN1C(CCC1=O)=O (N-bromosuccinimide), CC(C)(C#N)N=NC(C)(C)C#N (AIBN), ClC1=C(OC(C(=O)OC)C2=CC=CC=C2)C=CC(=C1)C (methyl 2-(2-chloro-4-methyl-phenoxy)-2-phenylacetate), C(Cl)(Cl)(Cl)Cl (CCl4). The product is ClC1=C(OC(C(=O)OC)C2=CC=CC=C2)C=CC(=C1C)Br (methyl 2-(2-chloro-4-bromo-methylphenoxy)-2-phenylacetate). Isolated yield 34.0%. As a reaction SMILES: Cl[C:2]1[CH:19]=[C:18](C)[CH:17]=[CH:16][C:3]=1[O:4][CH:5]([C:10]1[CH:15]=[CH:14][CH:13]=[CH:12][CH:11]=1)[C:6]([O:8][CH3:9])=[O:7].[Br:21]N1C(=O)CCC1=O.CC(N=NC(C#N)(C)C)(C#N)C.[C:41]([Cl:45])(Cl)(Cl)Cl>>[Cl:45][C:41]1[C:17]([CH3:16])=[C:18]([Br:21])[CH:19]=[CH:2][C:3]=1[O:4][CH:5]([C:10]1[CH:15]=[CH:14][CH:13]=[CH:12][CH:11]=1)[C:6]([O:8][CH3:9])=[O:7]. Procedure: To a solution of 1.70 g (5.86 mmol) of the product from Step A dissolved in 20 mL of CCl4 was added 1.04 g (5.86 mmol) of N-bromosuccinimide and 50 mg (catalytic amount) of AIBN. The reaction mixture was stirred and heated at reflux for 7 hours, then an additional 0.20 g of NBS was added. The reaction was refluxed for 48 hours, then cooled and concentrated in vacuo. The residue was purified on a silica gel flash chromatography column eluted with 10% ethyl acetate/hexane to afford 0.730 g (34%) o... The reactants are CC(C)[C@@H](C(=O)O)NC(=O)OC(C)(C)C (Boc-VAL), C1CCC(CC1)N=C=NC2CCCCC2 (DCC), ii, iii, C(=O)(C(F)(F)F)O (TFA), iv, N([C@@H](C(C)C)C(=O)O)C(=O)OC(C)(C)C (Boc-Val), C1CCC(CC1)N=C=NC2CCCCC2 (DCC), vi, Boc-Val amino acid anhydride, CC(C)[C@@H](C(=O)OCCOCN1C=NC2=C1NC(=NC2=O)N)N (Val-ACV), vii, C(=O)(C(F)(F)F)O (TFA). Reagents/catalysts: CN(C)C=1C=CN=CC1 (DMAP). Run in CN(C)C=O (DMF), CN(C)C=O (DMF), CN(C)C=O (DMF). Yields the product CC(C)[C@@H](C(=O)N[C@@H](C(C)C)C(=O)O)N (Val-Val). Reaction SMILES: [CH3:1][CH:2]([C@H:4]([NH:8][C:9]([O:11]C(C)(C)C)=O)[C:5]([OH:7])=[O:6])[CH3:3].C1CCC(N=C=NC2CCCCC2)CC1.C(O)(C(F)(F)F)=O.[CH3:38][CH:39]([C@H:41]([NH2:60])C(OCCOCN1C2NC(N)=NC(=O)C=2N=C1)=O)[CH3:40]>CN(C1C=CN=CC=1)C.CN(C=O)C>[CH3:38][CH:39]([C@H:41]([NH2:60])[C:9]([NH:8][C@H:4]([C:5]([OH:7])=[O:6])[CH:2]([CH3:1])[CH3:3])=[O:11])[CH3:40]. Reported procedure: Boc-VAL, DCC, DMF, 0° C., 1 hr, ii) DMAP, DMF, 18 hrs, rt iii) TFA, 0° C., 30 min, iv) Boc-Val, DCC, DMF, 0° C., 1 hr, v) TEA, rt, vi) adding Boc-Val amino acid anhydride (step iv) to the neutralized Val-ACV (step v), 5 hrs, rt, vii) TFA, 0° C., 30 min. Starting materials: Br (hydrobromide), NC1=C(C=C(C=C1C#N)C(CNC1CCC1)O)Br (1-(4'-amino-3'-bromo-5'-cyano-phenyl)-2-cyclobutylamino-ethanol). Product: NC1=C(C=C(C=C1)C(CNC1CCC1)O)C#N (1-(4'-Amino-3'-cyano-phenyl)-2-cyclobutylamino-ethanol). Reaction SMILES: Br.[NH2:2][C:3]1[C:8]([C:9]#[N:10])=[CH:7][C:6]([CH:11]([OH:18])[CH2:12][NH:13][CH:14]2[CH2:17][CH2:16][CH2:15]2)=[CH:5][C:4]=1Br>>[NH2:2][C:3]1[CH:4]=[CH:5][C:6]([CH:11]([OH:18])[CH2:12][NH:13][CH:14]2[CH2:17][CH2:16][CH2:15]2)=[CH:7][C:8]=1[C:9]#[N:10]. Reported procedure: m.p. of the hydrobromide: >193° C. (decomp.), was prepared from 1-(4'-amino-3'-bromo-5'-cyano-phenyl)-2-cyclobutylamino-ethanol analogous to Example 51. The reactants are C(C)C(C1=CC=CC=C1)(CC)N=C=O (α,α-diethylbenzylisocyanate), CC1=C(C(C)NC)C=CC=C1 (N-(2-methyl-α-methylbenzyl)-N-methylamine). Conditions: time 3 hour. Yields the product CC1=C(C(C)N(C(=O)NC(C2=CC=CC=C2)(CC)CC)C)C=CC=C1 (1-(2-methyl-α-methylbenzyl)-1-methyl-3-(α,α-diethylbenzyl) urea). The yield is 93.6%. RXN SMILES: [CH2:1]([C:3]([N:12]=[C:13]=[O:14])([CH2:10][CH3:11])[C:4]1[CH:9]=[CH:8][CH:7]=[CH:6][CH:5]=1)[CH3:2].[CH3:15][C:16]1[CH:25]=[CH:24][CH:23]=[CH:22][C:17]=1[CH:18]([NH:20][CH3:21])[CH3:19]>>[CH3:15][C:16]1[CH:25]=[CH:24][CH:23]=[CH:22][C:17]=1[CH:18]([N:20]([CH3:21])[C:13]([NH:12][C:3]([CH2:10][CH3:11])([CH2:1][CH3:2])[C:4]1[CH:5]=[CH:6][CH:7]=[CH:8][CH:9]=1)=[O:14])[CH3:19]. Reported procedure: A mixture consisting of 9.5 g of α,α-diethylbenzylisocyanate and 7.5 g of N-(2-methyl-α-methylbenzyl)-N-methylamine was allowed to stand for 3 hours at room temperature. The white deposit formed was then filtered off. Washing with n-hexane and recrystallization from ethanol gave 15.9 g of the product, mp 93.0°-94.0° C. RXN SMILES: [F:1][C:2]1[CH:30]=[CH:29][CH:28]=[CH:27][C:3]=1[CH2:4][N:5]1[C:9]2=[N:10][CH:11]=[CH:12][CH:13]=[C:8]2[C:7]([C:14]2[N:15]=[C:16](I)[C:17]3[C:22]([CH3:24])([CH3:23])[C:21](=[O:25])[NH:20][C:18]=3[N:19]=2)=[N:6]1.[NH:31]1[CH2:35][CH2:34][CH:33]([NH:36][C:37](=[O:39])[CH3:38])[CH2:32]1>CN1CCCC1=O>[F:1][C:2]1[CH:30]=[CH:29][CH:28]=[CH:27][C:3]=1[CH2:4][N:5]1[C:9]2=[N:10][CH:11]=[CH:12][CH:13]=[C:8]2[C:7]([C:14]2[N:15]=[C:16]([N:31]3[CH2:35][CH2:34][CH:33]([NH:36][C:37](=[O:39])[CH3:38])[CH2:32]3)[C:17]3[C:22]([CH3:24])([CH3:23])[C:21](=[O:25])[NH:20][C:18]=3[N:19]=2)=[N:6]1. Run in CN1C(CCC1)=O (1-methyl-2-pyrrolidone). Yields the product FC1=C(CN2N=C(C=3C2=NC=CC3)C=3N=C(C2=C(N3)NC(C2(C)C)=O)N2CC(CC2)NC(C)=O)C=CC=C1 (N-(1-{2-[1-(2-Fluorobenzyl)-1H-pyrazolo[3,4-b]pyridin-3-yl]-5,5-dimethyl-6-oxo-6,7-dihydro-5H-pyrrolo[2,3-d]pyrimidin-4-yl}pyrrolidin-3-yl)acetamide). Reaction conditions: temperature 150 celsius. The reactants are FC1=C(CN2N=C(C=3C2=NC=CC3)C=3N=C(C2=C(N3)NC(C2(C)C)=O)I)C=CC=C1 (2-[1-(2-Fluorobenzyl)-1H-pyrazolo[3,4-b]pyridin-3-yl]-4-iodo-5,5-dimethyl-5,7-dihydro-6H-pyrrolo[2,3-d]pyrimidin-6-one), N1CC(CC1)NC(C)=O (N-(pyrrolidin-3-yl)acetamide). Procedure details: Under argon atmosphere, 200 mg (purity 62%, 0.24 mmol) of 2-[1-(2-fluorobenzyl)-1H-pyrazolo[3,4-b]pyridin-3-yl]-4-iodo-5,5-dimethyl-5,7-dihydro-6H-pyrrolo[2,3-d]pyrimidin-6-one (example 15A) was suspended in 4 ml of absolute 1-methyl-2-pyrrolidone and 618 mg (4.82 mmol) of N-(pyrrolidin-3-yl)acetamide was added. The mixture was heated in the microwave at 150° C. for 3 h. After cooling, the reaction mixture was purified by preparative HPLC (eluent: acetonitrile/water with 0.1% formic acid, gradie...